From a dataset of the Open Reaction Database (ORD), a public repository of structured organic reaction records. describe an organic reaction: reactants, conditions, products, and yield Starting materials: CC1=C(O)C=CC=C1O (2-methylresorcinol), C(C)O (ethanol), C(C)=O (acetaldehyde). Reagents/catalysts: Cl (hydrochloric acid). Solvent: O (water). Reaction conditions: time 90 minute. Yields the product CC1(C(O)C=CC=C1O)CC=O (2-Methylresorcinol-acetaldehyde). Reaction SMILES: [CH3:1][C:2]1[C:8]([OH:9])=[CH:7][CH:6]=[CH:5][C:3]=1[OH:4].[CH2:10]([OH:12])[CH3:11].C(=O)C>Cl.O>[CH3:1][C:2]1([CH2:11][CH:10]=[O:12])[C:8]([OH:9])=[CH:7][CH:6]=[CH:5][CH:3]1[OH:4]. Reported procedure: To a solution of 621 g. of 2-methylresorcinol in 1 l. of ethanol were added 209 g. of acetaldehyde and 0.5 ml. of 35% conc. hydrochloric acid as a catalyst. The resulting mixture was heated with stirring in an oil bath and, when the reaction mixture began to boil under reflux through exothermic reaction, heating was reduced and then heating under reflux was continued as it was for further 90 minutes. After completion of the reaction, the reaction mixture was poured into 5 l. of a cold water with... Reactants: ClCCCCOC1=CC=C2C=CC(NC2=C1)=O (7-(4-chlorobutoxy)-1H-quinolin-2-one), Cl.S1C2=C(C=C1)C(=CC=C2)N2CCNCC2 (1-benzo[b]thiophene-4-yl-piperazine hydrochloride), C([O-])([O-])=O.[K+].[K+] (potassium carbonate), [I-].[Na+] (sodium iodide). Run in CN(C=O)C (dimethylformamide), O (Water). Conditions: temperature 80 celsius, time 2 hour. Yields the product S1C2=C(C=C1)C(=CC=C2)N2CCN(CC2)CCCCOC2=CC=C1C=CC(NC1=C2)=O (7-[4-(4-benzo[b]thiophen-4-yl-piperazin-1-yl)butoxy]-1H-quinolin-2-one). Reaction SMILES: Cl[CH2:2][CH2:3][CH2:4][CH2:5][O:6][C:7]1[CH:16]=[C:15]2[C:10]([CH:11]=[CH:12][C:13](=[O:17])[NH:14]2)=[CH:9][CH:8]=1.Cl.[S:19]1[CH:23]=[CH:22][C:21]2[C:24]([N:28]3[CH2:33][CH2:32][NH:31][CH2:30][CH2:29]3)=[CH:25][CH:26]=[CH:27][C:20]1=2.C(=O)([O-])[O-].[K+].[K+].[I-].[Na+]>O.CN(C)C=O>[S:19]1[CH:23]=[CH:22][C:21]2[C:24]([N:28]3[CH2:33][CH2:32][N:31]([CH2:2][CH2:3][CH2:4][CH2:5][O:6][C:7]4[CH:16]=[C:15]5[C:10]([CH:11]=[CH:12][C:13](=[O:17])[NH:14]5)=[CH:9][CH:8]=4)[CH2:30][CH2:29]3)=[CH:25][CH:26]=[CH:27][C:20]1=2 |f:1.2,3.4.5,6.7|. Procedure details: A mixture of 9.0 g of 7-(4-chlorobutoxy)-1H-quinolin-2-one, 10 g of 1-benzo[b]thiophene-4-yl-piperazine hydrochloride, 14 g of potassium carbonate, 6 g of sodium iodide and 90 ml of dimethylformamide was stirred for 2 hours at 80° C. Water was added to the reaction solution and precipitated crystals were separated by filtration. The crystals were dissolved in a mixed solvent of dichloromethane and methanol, dried over magnesium sulfate, and the solvent was evaporated under reduced pressure. The ... Reactants: C25H27Cl2N5O3, NCC[C@H]1N(CCC1)C(=O)C1=C(C=C(C(=O)N[C@@H](C)C2=NC3=C(N2)C=CC(=C3)Cl)C=C1)Cl (4-[(2S)-2-(2-aminoethyl)pyrrolidin-1-ylcarbonyl]-3-chloro-N-[(1S)-1-(5-chloro-1H-benzimidazol-2-yl)ethyl]benzamide), C(C)(=O)OC(C)=O (acetic anhydride), [Cl-].[Na+] (sodium chloride), ClCl (chlorine). The solvent is CO (methanol), C(C)(=O)O (acetic acid). Product: C(C)(=O)NCC[C@H]1N(CCC1)C(=O)C1=C(C=C(C(=O)N[C@@H](C)C2=NC3=C(N2)C=CC(=C3)Cl)C=C1)Cl (4-[(2S)-2-(2-acetylaminoethyl)pyrrolidin-1-ylcarbonyl]-3-chloro-N-[(1S)-1-(5-chloro-1H-benzimidazol-2-yl)ethyl]benzamide). Isolated yield 67.0%. RXN SMILES: [NH2:1][CH2:2][CH2:3][C@@H:4]1[CH2:8][CH2:7][CH2:6][N:5]1[C:9]([C:11]1[CH:31]=[CH:30][C:14]([C:15]([NH:17][C@H:18]([C:20]2[NH:24][C:23]3[CH:25]=[CH:26][C:27]([Cl:29])=[CH:28][C:22]=3[N:21]=2)[CH3:19])=[O:16])=[CH:13][C:12]=1[Cl:32])=[O:10].[C:33](OC(=O)C)(=[O:35])[CH3:34].[Cl-].[Na+].ClCl>C(O)(=O)C.CO>[C:33]([NH:1][CH2:2][CH2:3][C@@H:4]1[CH2:8][CH2:7][CH2:6][N:5]1[C:9]([C:11]1[CH:31]=[CH:30][C:14]([C:15]([NH:17][C@H:18]([C:20]2[NH:24][C:23]3[CH:25]=[CH:26][C:27]([Cl:29])=[CH:28][C:22]=3[N:21]=2)[CH3:19])=[O:16])=[CH:13][C:12]=1[Cl:32])=[O:10])(=[O:35])[CH3:34] |f:2.3|. Procedure details: Prepared analogously to Example 124 from 4-[(2S)-2-(2-aminoethyl)pyrrolidin-1-ylcarbonyl]-3-chloro-N-[(1S)-1-(5-chloro-1H-benzimidazol-2-yl)ethyl]benzamide and acetic anhydride in glacial acetic acid. Yield: 67%; Rf value: 0.32 (Reversed phase RP 8; methanol:5% sodium chloride solution=6:4); C25H27Cl2N5O3 (516.43); mass spectrum: (M+H)+=516/518/520 (chlorine isotope). Reaction SMILES: [CH2:36]1[CH2:37][CH2:38][NH:39][CH2:40][CH2:41]1.[CH3:42][CH2:43][OH:44].[Cl:1][c:2]1[cH:3][c:4](-[c:8]2[c:9]3[c:13]([cH:14][cH:15][cH:16]2)[NH:12][C:11](=[O:17])[CH2:10]3)[cH:5][cH:6][cH:7]1.[n:18]1([CH2:23][CH2:24][NH:25][C:26](=[O:27])[c:28]2[c:29]([CH:34]=[O:35])[nH:30][c:31]([CH3:33])[cH:32]2)[n:19][n:20][cH:21][cH:22]1>>[Cl:1][c:2]1[cH:3][c:4](-[c:8]2[c:9]3[c:13]([cH:14][cH:15][cH:16]2)[NH:12][C:11](=[O:17])[C:10]3=[CH:34][c:29]2[c:28]([C:26]([NH:25][CH2:24][CH2:23][n:18]3[n:19][n:20][cH:21][cH:22]3)=[O:27])[cH:32][c:31]([CH3:33])[nH:30]2)[cH:5][cH:6][cH:7]1. Product: Cc1cc(C(=O)NCCn2ccnn2)c(C=C2C(=O)Nc3cccc(-c4cccc(Cl)c4)c32)[nH]1. Starting materials: C1CCNCC1, CCO, O=C1Cc2c(cccc2-c2cccc(Cl)c2)N1, Cc1cc(C(=O)NCCn2ccnn2)c(C=O)[nH]1. Reactants: OCCCCCNC1=NC=2N(C(N(C)C(C2N1)=O)=O)C (8-(5-hydroxypentylamino) theophylline), COS(=O)(=O)OC (DMS), COS(=O)(=O)OC (dimethylsulfate), OCCCCCNC1=NC=2N(C(N(C)C(C2N1)=O)=O)C (8-(5-hydroxypentylamino) theophylline), [OH-].[Na+] (sodiumhydroxide). The solvent is O (water). Yields the product OCCCCCNC1=NC=2N(C(N(C)C(C2N1C)=O)=O)C (8-(5-hydroxypentylamino) caffeine). RXN SMILES: [OH:1][CH2:2][CH2:3][CH2:4][CH2:5][CH2:6][NH:7][C:8]1[NH:17][C:16]2[C:15](=[O:18])[N:13]([CH3:14])[C:12](=[O:19])[N:11]([CH3:20])[C:10]=2[N:9]=1.[CH3:21]OS(OC)(=O)=O.[OH-].[Na+]>O>[OH:1][CH2:2][CH2:3][CH2:4][CH2:5][CH2:6][NH:7][C:8]1[N:17]([CH3:21])[C:16]2[C:15](=[O:18])[N:13]([CH3:14])[C:12](=[O:19])[N:11]([CH3:20])[C:10]=2[N:9]=1 |f:2.3|. Procedure: Beginning with 8-(5-hydroxypentylamino) theophylline in Example 3, 1.0 ml of dimethylsulfate (DMS) was added to 1.40 g of 8-(5-hydroxypentylamino) theophylline in 20 ml of water containing 0.3 g of sodiumhydroxide. The 1.0 ml DMS was added in 0.1 ml increments over of hour at: room temperature. A colorless crystalline solid separated and was collected by filtration. This solid was dried to provide 0.850 g of 8-(5-hydroxypentylamino) caffeine. The reactants are CON(C)C(=O)c1ccnc(Br)c1, O=C(C=Cc1ccccc1)C=Cc1ccccc1, O=C(C=Cc1ccccc1)C=Cc1ccccc1, O=C(C=Cc1ccccc1)C=Cc1ccccc1, OCc1ccc(B(O)O)cc1, [Pd], [Pd]. Yields the product CON(C)C(=O)c1ccnc(-c2ccc(CO)cc2)c1. RXN SMILES: [Br:1][c:2]1[cH:3][c:4]([C:5](=[O:6])[N:7]([CH3:8])[O:9][CH3:10])[cH:11][cH:12][n:13]1.[O:27]=[C:28]([CH:29]=[CH:30][c:31]1[cH:32][cH:33][cH:34][cH:35][cH:36]1)[CH:37]=[CH:38][c:39]1[cH:40][cH:41][cH:42][cH:43][cH:44]1.[O:45]=[C:46]([CH:47]=[CH:48][c:49]1[cH:50][cH:51][cH:52][cH:53][cH:54]1)[CH:55]=[CH:56][c:57]1[cH:58][cH:59][cH:60][cH:61][cH:62]1.[O:63]=[C:64]([CH:65]=[CH:66][c:67]1[cH:68][cH:69][cH:70][cH:71][cH:72]1)[CH:73]=[CH:74][c:75]1[cH:76][cH:77][cH:78][cH:79][cH:80]1.[OH:14][CH2:15][c:16]1[cH:17][cH:18][c:19]([B:22]([OH:23])[OH:24])[cH:20][cH:21]1.[Pd:25].[Pd:26]>>[c:2]1(-[c:19]2[cH:18][cH:17][c:16]([CH2:15][OH:14])[cH:21][cH:20]2)[cH:3][c:4]([C:5](=[O:6])[N:7]([CH3:8])[O:9][CH3:10])[cH:11][cH:12][n:13]1. The reactants are Cl (hydrochloric acid), C(C)OP(OCC)Cl (Diethylchlorophosphite), C(C)OCC (diethyl ether), C(C1=CC=CC=C1)[Mg]Cl (Benzylmagnesium chloride). Solvent: O (water). Run at time 1 hour. Product: CP(OCC1=CC=CC=C1)=O (methyl-O-benzylphosphinic acid). Isolated yield 32.0%. Reaction SMILES: C([O:3][P:4](Cl)[O:5][CH2:6][CH3:7])C.[CH2:9](OCC)C.C([Mg]Cl)[C:15]1[CH:20]=[CH:19]C=[CH:17][CH:16]=1.Cl>O>[CH3:9][PH:4](=[O:3])[O:5][CH2:6][C:7]1[CH:19]=[CH:20][CH:15]=[CH:16][CH:17]=1. Procedure: Diethylchlorophosphite (25 g, 0.16 mol) in 100 Ml of dry diethyl ether was cooled to 0° C. under an atmosphere of nitrogen. Benzylmagnesium chloride (80 Ml, 0.16 mol, 2.0 M solution in Et2O) was added dropwise over two hours while maintaining a temperature below 10° C. A thick white slurry formed and stirring was continued at room temperature for 1 hour. The mixture was filtered under a nitrogen atmosphere and the filtrate evaporated under reduced pressure to give a clear and colorless liquid. T... Starting materials: ClC=1C=NC=2NC=3C=NC=C(CCC4=C(C=CC(NC1N2)=C4)OCC(=O)OC(C)(C)C)C3 (tert-butyl {[6-chloro-2,4,8,18,22-pentaazatetracyclo[14.3.1.1(3,7).1(9,13)]docosa-1(20),3(22),4,6,9(21),10,12,16,18-nonaen-12-yl]oxy}acetate), O1CCOCC1 (1,4 dioxane). Run in Cl (HCl). Yields the product Cl.Cl.ClC=1C=NC=2NC=3C=NC=C(CCC4=C(C=CC(NC1N2)=C4)OCC(=O)O)C3 ({[6-Chloro-2,4,8,18,22-pentaazatetracyclo[14.3.1.1(3,7).1(9,13)]docosa-1(20),3(22),4,6,9(21),10,12,16,18-nonaen-12-yl]oxy}acetic acid dihydrochloride). Isolated yield 307.4%. Reaction SMILES: [Cl:1][C:2]1[CH:3]=[N:4][C:5]2[NH:6][C:7]3[CH:8]=[N:9][CH:10]=[C:11]([CH:32]=3)[CH2:12][CH2:13][C:14]3[CH:22]=[C:18]([NH:19][C:20]=1[N:21]=2)[CH:17]=[CH:16][C:15]=3[O:23][CH2:24][C:25]([O:27]C(C)(C)C)=[O:26].O1CCOCC1>Cl>[ClH:1].[ClH:1].[Cl:1][C:2]1[CH:3]=[N:4][C:5]2[NH:6][C:7]3[CH:8]=[N:9][CH:10]=[C:11]([CH:32]=3)[CH2:12][CH2:13][C:14]3[CH:22]=[C:18]([NH:19][C:20]=1[N:21]=2)[CH:17]=[CH:16][C:15]=3[O:23][CH2:24][C:25]([OH:27])=[O:26] |f:3.4.5|. Procedure: A solution of tert-butyl {[6-chloro-2,4,8,18,22-pentaazatetracyclo[14.3.1.1(3,7).1(9,13)]docosa-1(20),3(22),4,6,9(21),10,12,16,18-nonaen-12-yl]oxy}acetate (0.76 g, 1.7 mmol) in 4 M HCl in 1,4 dioxane (30 mL, 120 mmol) was heated at 70° C. for 1 h. The reaction mixture was concentrated to a solid that was suspended in diethyl ether, filtered, and washed with diethyl ether to give the desired product (0.82 g, 104%) as a white solid. LCMS for C19H17ClN5O3 (M+H)+: m/z=398.0. Starting materials: [Br-], Cc1ccc(S(=O)(=O)OCCCCC2COC(C)(C)O2)cc1, CN(C)C=O, [Li+], O. As a reaction SMILES: [Br-:29].[CH3:1][C:2]1([CH3:22])[O:3][CH2:4][CH:5]([CH2:7][CH2:8][CH2:9][CH2:10][O:11][S:12]([c:13]2[cH:14][cH:15][c:16]([CH3:17])[cH:18][cH:19]2)(=[O:20])=[O:21])[O:6]1.[CH3:23][N:24]([CH3:25])[CH:26]=[O:27].[Li+:28].[OH2:30]>>[CH3:1][C:2]1([CH3:22])[O:3][CH2:4][CH:5]([CH2:7][CH2:8][CH2:9][CH2:10][Br:29])[O:6]1. The product is CC1(C)OCC(CCCCBr)O1. Starting materials: NCC1=CC(=C(C(=O)OC)C=C1)F (methyl 4-aminomethyl-2-fluorobenzoate), ClCCCS(=O)(=O)Cl (3-chloropropane-1-sulfonyl chloride). Product: O=S1(N(CCC1)CC1=CC(=C(C(=O)OC)C=C1)F)=O (methyl 4-(1,1-dioxo-1λ6-isothiazolidin-2-ylmethyl)-2-fluorobenzoate). RXN SMILES: [NH2:1][CH2:2][C:3]1[CH:12]=[CH:11][C:6]([C:7]([O:9][CH3:10])=[O:8])=[C:5]([F:13])[CH:4]=1.Cl[CH2:15][CH2:16][CH2:17][S:18](Cl)(=[O:20])=[O:19]>>[O:19]=[S:18]1(=[O:20])[CH2:17][CH2:16][CH2:15][N:1]1[CH2:2][C:3]1[CH:12]=[CH:11][C:6]([C:7]([O:9][CH3:10])=[O:8])=[C:5]([F:13])[CH:4]=1. Procedure details: Using methyl 4-aminomethyl-2-fluorobenzoate (181 mg) described in Preparation Example 199 and 3-chloropropane-1-sulfonyl chloride (0.14 mL) and by the reaction and treatment in the same manner as in Preparation Example 17, the title compound (233 mg) was obtained.